From a dataset of the Open Reaction Database (ORD), a public repository of structured organic reaction records. describe an organic reaction: reactants, conditions, products, and yield Reactants: C1(=CC=CC2=CC=CC=C12)N=C=O (1-naphthyl isocyanate), ClC1=C(N)C=CC(=C1)OC1=CC=NC2=CC(=C(C=C12)OC)OC (2-Chloro-4-[(6,7-dimethoxy-4-quinolyl)oxy]aniline), CO (Methanol). The solvent is C(Cl)(Cl)Cl (chloroform). Run at time 8 hour. The product is ClC1=C(C=CC(=C1)OC1=CC=NC2=CC(=C(C=C12)OC)OC)NC(=O)NC1=CC=CC2=CC=CC=C12 (N-{2-Chloro-4-[(6,7-dimethoxy-4-quinolyl)oxy]phenyl}-N′-(1-naphthyl)urea). Yield: 56.9%. As a reaction SMILES: [Cl:1][C:2]1[CH:8]=[C:7]([O:9][C:10]2[C:19]3[C:14](=[CH:15][C:16]([O:22][CH3:23])=[C:17]([O:20][CH3:21])[CH:18]=3)[N:13]=[CH:12][CH:11]=2)[CH:6]=[CH:5][C:3]=1[NH2:4].[C:24]1([N:34]=[C:35]=[O:36])[C:33]2[C:28](=[CH:29][CH:30]=[CH:31][CH:32]=2)[CH:27]=[CH:26][CH:25]=1.CO>C(Cl)(Cl)Cl>[Cl:1][C:2]1[CH:8]=[C:7]([O:9][C:10]2[C:19]3[C:14](=[CH:15][C:16]([O:22][CH3:23])=[C:17]([O:20][CH3:21])[CH:18]=3)[N:13]=[CH:12][CH:11]=2)[CH:6]=[CH:5][C:3]=1[NH:4][C:35]([NH:34][C:24]1[C:33]2[C:28](=[CH:29][CH:30]=[CH:31][CH:32]=2)[CH:27]=[CH:26][CH:25]=1)=[O:36]. Reported procedure: 2-Chloro-4-[(6,7-dimethoxy-4-quinolyl)oxy]aniline (122 mg) was dissolved in chloroform (10 ml), and 1-naphthyl isocyanate (75 mg) was added to the solution. The mixture was stirred at room temperature overnight. Methanol was added to the reaction solution, and the solvent was removed by distillation under the reduced pressure. The residue was dissolved in a minor amount of chloroform, and a large amount of ether was added to the solution to precipitate a crystal. The crystal was collected by fil... Starting materials: CC1=C(C(CCC1)(C)C)/C=C/C(=C/C=C/C(=C/COC(=O)C)/C)/C (Retinyl acetate), C(CCCCCCC\C=C/C\C=C/CCCCC)(=O)O (linoleic acid). Solvent: C1(=CC=CC=C1)C (toluene). Conditions: time 6 hour. Product: CCCCC/C=C\C/C=C\CCCCCCCC(=O)OC/C=C(/C)\C=C\C=C(\C)/C=C/C1=C(CCCC1(C)C)C (Retinyl Linoleate). Reaction SMILES: [CH3:1][C:2]1[CH2:7][CH2:6][CH2:5][C:4]([CH3:9])([CH3:8])[C:3]=1/[CH:10]=[CH:11]/[C:12](/[CH3:24])=[CH:13]/[CH:14]=[CH:15]/[C:16](/[CH3:23])=[CH:17]/[CH2:18][O:19][C:20]([CH3:22])=[O:21].[C:25](O)(=O)[CH2:26][CH2:27][CH2:28][CH2:29][CH2:30][CH2:31][CH2:32]/[CH:33]=[CH:34]\[CH2:35]/[CH:36]=[CH:37]\[CH2:38][CH2:39][CH2:40]CC>C1(C)C=CC=CC=1>[CH3:25][CH2:26][CH2:27][CH2:28][CH2:29]/[CH:30]=[CH:31]\[CH2:32]/[CH:33]=[CH:34]\[CH2:35][CH2:36][CH2:37][CH2:38][CH2:39][CH2:40][CH2:22][C:20]([O:19][CH2:18]/[CH:17]=[C:16](\[CH:15]=[CH:14]\[CH:13]=[C:12](/[CH:11]=[CH:10]/[C:3]1[C:4]([CH3:8])([CH3:9])[CH2:5][CH2:6][CH2:7][C:2]=1[CH3:1])\[CH3:24])/[CH3:23])=[O:21]. Procedure details: Retinyl acetate (22.0 g; 80% in oil; 53.6 mmol) and linoleic acid (Pamolyn 200; 15.0 g; 53.6 mmol; 1.0 equiv) were dissolved in 160 mL of toluene in a 500 mL flask. A dip tube in the flask was connected through a peristaltic pump to a column containing 6.0 g of Novozyme 435 which was connected in sequence to a second column containing 6.0 g of dried Amberlyst A-21. A tube from this second column returned to the original flask. The pump was started (flow rate 6 mL/min) sending the reaction mixtur... Starting materials: C(C)C(N(C(=O)C=1C(=NN(C1)C1=CC=C(C=C1)OC)C)C1=CC(=C(C=C1)OCC(C)(C)C)C#N)C(=O)O (Ethyl N-(3-cyano-4-neopentyloxyphenyl)-N-[1-(4-methoxyphenyl)-3-methylpyrazol-4-ylcarbonyl]glycine), [OH-].[Na+] (sodium hydroxide). Solvent: C(C)O (ethanol). Reaction conditions: time 30 minute. Product: C(#N)C=1C=C(C=CC1OCC(C)(C)C)N(CC(=O)O)C(=O)C=1C(=NN(C1)C1=CC=C(C=C1)OC)C (N-(3-Cyano-4-neopentyloxyphenyl)-N-[1-(4-methoxyphenyl)-3-methylpyrazol-4-ylcarbonyl]glycine). The yield is 94.1%. Reaction SMILES: C([CH:3]([C:35]([OH:37])=[O:36])[N:4]([C:21]1[CH:26]=[CH:25][C:24]([O:27][CH2:28][C:29]([CH3:32])([CH3:31])[CH3:30])=[C:23]([C:33]#[N:34])[CH:22]=1)[C:5]([C:7]1[C:8]([CH3:20])=[N:9][N:10]([C:12]2[CH:17]=[CH:16][C:15]([O:18][CH3:19])=[CH:14][CH:13]=2)[CH:11]=1)=[O:6])C.[OH-].[Na+]>C(O)C>[C:33]([C:23]1[CH:22]=[C:21]([N:4]([C:5]([C:7]2[C:8]([CH3:20])=[N:9][N:10]([C:12]3[CH:13]=[CH:14][C:15]([O:18][CH3:19])=[CH:16][CH:17]=3)[CH:11]=2)=[O:6])[CH2:3][C:35]([OH:37])=[O:36])[CH:26]=[CH:25][C:24]=1[O:27][CH2:28][C:29]([CH3:32])([CH3:31])[CH3:30])#[N:34] |f:1.2|. Procedure details: Ethyl N-(3-cyano-4-neopentyloxyphenyl)-N-[1-(4-methoxyphenyl)-3-methylpyrazol-4-ylcarbonyl]glycine (1.8 g) was added to ethanol (20 ml). 10% aqueous sodium hydroxide solution (20 ml) was added and the mixture was stirred at a refluxing temperature for 30 min. The solvent was evaporated under reduced pressure. Dilute hydrochloric acid was added to the residue and the mixture was extracted with ethyl acetate. The organic layer was washed with saturated brine and dried over anhydrous magnesium sulf... Reactants: CS(=O)(=O)OCCOC1=C(C=CC=C1)OCC1CC1 (2-[2-(cyclopropylmethyloxy)phenoxy]ethyl methanesulfonate), [I-].[K+] (potassium iodide), ClC=1C=C2C(=CNC2=CC1)CC(C)(C)N ([2-(5-Chloro-1H-indol-3-yl)-1,1-dimethyl-ethyl]amine), C([O-])([O-])=O.[K+].[K+] (potassium carbonate). Run in CN(C)C=O (DMF), O (water), CN(C)C=O (DMF). Run at temperature 120 celsius, time 15 minute. The product is Cl.ClC=1C=C2C(=CNC2=CC1)CC(C)(C)NCCOC1=C(C=CC=C1)OCC1CC1 ([2-(5-chloro-1H-indol-3-yl)-1,1-dimethylethyl][2-(2-cyclopropylmethyloxyphenoxy)ethyl]amine hydrochloride). The yield is 160.4%. Reaction SMILES: CS(O[CH2:6][CH2:7][O:8][C:9]1[CH:14]=[CH:13][CH:12]=[CH:11][C:10]=1[O:15][CH2:16][CH:17]1[CH2:19][CH2:18]1)(=O)=O.[I-].[K+].[Cl:22][C:23]1[CH:24]=[C:25]2[C:29](=[CH:30][CH:31]=1)[NH:28][CH:27]=[C:26]2[CH2:32][C:33]([NH2:36])([CH3:35])[CH3:34].C(=O)([O-])[O-].[K+].[K+]>CN(C=O)C.O>[ClH:22].[Cl:22][C:23]1[CH:24]=[C:25]2[C:29](=[CH:30][CH:31]=1)[NH:28][CH:27]=[C:26]2[CH2:32][C:33]([NH:36][CH2:6][CH2:7][O:8][C:9]1[CH:14]=[CH:13][CH:12]=[CH:11][C:10]=1[O:15][CH2:16][CH:17]1[CH2:18][CH2:19]1)([CH3:34])[CH3:35] |f:1.2,4.5.6,9.10|. Procedure: 2-[2-(cyclopropylmethyloxy)phenoxy]ethyl methanesulfonate (8.0 g, 28.0 mmol) and potassium iodide (4.65 g, 28.0 mmol) were combined in DMF and the mixture was stirred at 120° C. for 15 minutes. [2-(5-Chloro-1H-indol-3-yl)-1,1-dimethyl-ethyl]amine (4.77 g, 21.7 mmol) and potassium carbonate (5.8 g, 42.0 mmol) were added to the mixture, which was then diluted with DMF (≈50 mL) and stirred at 130°-135° C. and under nitrogen for 2 hours. The mixture was cooled, poured into water (≈800 mL), and then ... Starting materials: O=CC1=C(O)C(OC)=CC=C1 (o-Vanillin), [OH-].[Na+] (NaOH), C1(=CC=CC=C1)S(=O)(=O)Cl (Benzenesulfonyl chloride). Run in O (water). Product: C1(=CC=CC=C1)S(=O)(=O)OC1=C(C=O)C=CC=C1OC (2-Benzenesulfonyloxy-3-methoxybenzaldehyde). Isolated yield 76.0%. Reaction SMILES: [O:1]=[CH:2][C:3]1[CH:11]=[CH:10][CH:9]=[C:6]([O:7][CH3:8])[C:4]=1[OH:5].[OH-].[Na+].[C:14]1([S:20](Cl)(=[O:22])=[O:21])[CH:19]=[CH:18][CH:17]=[CH:16][CH:15]=1>O>[C:14]1([S:20]([O:5][C:4]2[C:6]([O:7][CH3:8])=[CH:9][CH:10]=[CH:11][C:3]=2[CH:2]=[O:1])(=[O:22])=[O:21])[CH:19]=[CH:18][CH:17]=[CH:16][CH:15]=1 |f:1.2|. Reported procedure: o-Vanillin (350 g, 2.3 mols) was added to a solution of NaOH (166 g, 4.15 mols) in 2 l water. Benzenesulfonyl chloride (485 g, 2.74 mols) was added to the slurry at 20°-25° C. over 1 hour. The solid which formed was collected on a filter, washed with 2 l water, and redissolved in CH2Cl2. That solution was dried (MgSO4) and evaporated to a slurry. The solid was collected on a filter, the filtrate was further evaporated and filtered. The solid was washed with MeOH and dried in vacuo to afford the ... Starting materials: C(C)(C)(C)OC1=CC=C(C=C1)C[C@H](N)C(=O)N1CCC(CC1)OCC(=O)OC(C)(C)C (t-butyl [[1-[3-(p-t-butoxyphenyl)-L-alanyl]-4-piperidinyl]oxy]acetate), C(#N)C=1C=CC(=NC1)C(=O)O (5-cyano-2-picolinic acid). Product: C(C)(C)(C)OC1=CC=C(C=C1)C[C@H](NC(=O)C1=NC=C(C=C1)C#N)C(=O)N1CCC(CC1)OCC(=O)OC(C)(C)C (t-butyl [[1-[3-(p-t-butoxyphenyl)-N-[[5-cyano-2-pyridyl]carbonyl]-L-alanyl]-4-piperidinyl]oxy]acetate). The yield is 47.8%. As a reaction SMILES: [C:1]([O:5][C:6]1[CH:11]=[CH:10][C:9]([CH2:12][C@@H:13]([C:15]([N:17]2[CH2:22][CH2:21][CH:20]([O:23][CH2:24][C:25]([O:27][C:28]([CH3:31])([CH3:30])[CH3:29])=[O:26])[CH2:19][CH2:18]2)=[O:16])[NH2:14])=[CH:8][CH:7]=1)([CH3:4])([CH3:3])[CH3:2].[C:32]([C:34]1[CH:35]=[CH:36][C:37]([C:40](O)=[O:41])=[N:38][CH:39]=1)#[N:33]>>[C:1]([O:5][C:6]1[CH:11]=[CH:10][C:9]([CH2:12][C@@H:13]([C:15]([N:17]2[CH2:22][CH2:21][CH:20]([O:23][CH2:24][C:25]([O:27][C:28]([CH3:31])([CH3:30])[CH3:29])=[O:26])[CH2:19][CH2:18]2)=[O:16])[NH:14][C:40]([C:37]2[CH:36]=[CH:35][C:34]([C:32]#[N:33])=[CH:39][N:38]=2)=[O:41])=[CH:8][CH:7]=1)([CH3:3])([CH3:4])[CH3:2]. Reported procedure: Reaction of 2.5 g of t-butyl [[1-[3-(p-t-butoxyphenyl)-L-alanyl]-4-piperidinyl]oxy]acetate with 0.85 g of 5-cyano-2-picolinic acid (as in Example 1d) yields 1.55 g of t-butyl [[1-[3-(p-t-butoxyphenyl)-N-[[5-cyano-2-pyridyl]carbonyl]-L-alanyl]-4-piperidinyl]oxy]acetate. M.p. 122°-123° C. (diethyl ether/petroleum ether 4:1). MS (FAB): 565 (M+H)+. Reactants: ClC=1C(=C(C(N(C1C)C)=O)C(=O)OCC)O (ethyl 5-chloro-1,6-dimethyl-4-hydroxy-2-oxo-1,2-dihydropyridine-3-carboxylate), NC=1SC=CN1 (2-aminothiazole), BrC1=CC=CC=C1 (bromobenzene), resultant mixture. The solvent is CCCCCC (hexane). Run at time 5 hour. Yields the product ClC=1C(=C(C(N(C1C)C)=O)C(=O)NC=1SC=CN1)O (5-chloro-1,6-dimethyl-4-hydroxy-2-oxo-N-(2-thiazolyl)-1,2-d ihydropyridine-3-carboxamide). Isolated yield 75.7%. RXN SMILES: [Cl:1][C:2]1[C:3]([OH:16])=[C:4]([C:11]([O:13]CC)=O)[C:5](=[O:10])[N:6]([CH3:9])[C:7]=1[CH3:8].[NH2:17][C:18]1[S:19][CH:20]=[CH:21][N:22]=1.BrC1C=CC=CC=1>CCCCCC>[Cl:1][C:2]1[C:3]([OH:16])=[C:4]([C:11]([NH:17][C:18]2[S:19][CH:20]=[CH:21][N:22]=2)=[O:13])[C:5](=[O:10])[N:6]([CH3:9])[C:7]=1[CH3:8]. Procedure details: 160 mg of ethyl 5-chloro-1,6-dimethyl-4-hydroxy-2-oxo-1,2-dihydropyridine-3-carboxylate and 60 mg of 2-aminothiazole were added to 1.5 ml of bromobenzene, then, the mixture was stirred for 5 hours under heat refluxing condition. The reaction mixture was cooled to room temperature, then, hexane was added to this and the resultant mixture was allowed to stand still. The resulting solid was collected by filtration, and washed with a mixture of t-butyl methyl ether and n-hexane and dried to obtain 1...